Dataset: the Open Reaction Database (ORD), a public repository of structured organic reaction records. Task: describe an organic reaction: reactants, conditions, products, and yield The product is C1(=CC=C(C=C1)CN1C(=NC2=C1C=C(C=C2)CNCC2=NC=CC=C2)C)C2=CC=CC=C2 (1-(biphenyl-4-ylmethyl)-2-methyl-6-[(2-pyridylmethyl)aminomethyl]benzimidazole). Run at temperature 60 celsius, time 2 hour. RXN SMILES: [NH2:1][CH2:2][C:3]1[CH:8]=[CH:7][CH:6]=[CH:5][N:4]=1.[C:9]1([C:28]2[CH:33]=[CH:32][CH:31]=[CH:30][CH:29]=2)[CH:14]=[CH:13][C:12]([CH2:15][N:16]2[C:20]3[CH:21]=[C:22]([CH2:25]Cl)[CH:23]=[CH:24][C:19]=3[N:18]=[C:17]2[CH3:27])=[CH:11][CH:10]=1.C(=O)([O-])[O-].[K+].[K+]>CN(C)C=O>[C:9]1([C:28]2[CH:29]=[CH:30][CH:31]=[CH:32][CH:33]=2)[CH:14]=[CH:13][C:12]([CH2:15][N:16]2[C:20]3[CH:21]=[C:22]([CH2:25][NH:1][CH2:2][C:3]4[CH:8]=[CH:7][CH:6]=[CH:5][N:4]=4)[CH:23]=[CH:24][C:19]=3[N:18]=[C:17]2[CH3:27])=[CH:11][CH:10]=1 |f:2.3.4|. Solvent: CN(C=O)C (N,N-dimethylformamide). Starting materials: NCC1=NC=CC=C1 (2-Aminomethylpyridine), C1(=CC=C(C=C1)CN1C(=NC2=C1C=C(C=C2)CCl)C)C2=CC=CC=C2 (1-(biphenyl-4-ylmethyl)-6-chloromethyl-2-methylbenzimidazole), C([O-])([O-])=O.[K+].[K+] (potassium carbonate). Reported procedure: 2-Aminomethylpyridine (0.372 g) was added to a solution of 0.597 g of 1-(biphenyl-4-ylmethyl)-6-chloromethyl-2-methylbenzimidazole and 0.350 g of potassium carbonate in 3 ml of N,N-dimethylformamide, and the mixture was stirred at 60° C. for 2 hours. The reaction mixture was extracted with water and with ethyl acetate. The organic layer was washed twice with water, and the solvent was distilled off under reduced pressure. The resulting residue was purified through silica-gel column chromatograph... The reactants are NC1=CC=CC=C1 (aniline), NC(=O)N (urea), C12CN(CC(CC1)O2)C2=C1C(=NC(=N2)C2=CC=C(C=C2)NC(=O)NCC)N(N=C1)C1CCN(CC1)C(=O)OCC (ethyl 4-(4-(8-oxa-3-azabicyclo[3.2.1]octan-3-yl)-6-(4-(3-ethylureido)phenyl)-1H-pyrazolo[3,4-d]pyrimidin-1-yl)piperidine-1-carboxylate), CN1CCN(CC1)C1=CC=C(C=N1)N (6-(4-methylpiperazino)-3-pyridinamine). The product is C12CN(CC(CC1)O2)C2=C1C(=NC(=N2)C2=CC=C(C=C2)NC(=O)NC=2C=NC(=CC2)N2CCN(CC2)C)N(N=C1)C1CCN(CC1)C(=O)OC (methyl 4-(4-(8-oxa-3-azabicyclo[3.2.1]octan-3-yl)-6-(4-(3-(6-(4-methylpiperazin-1-yl)pyridin-3-yl)ureido)phenyl)-1H-pyrazolo[3,4-d]pyrimidin-1-yl)piperidine-1-carboxylate). Reaction SMILES: NC(N)=O.[CH:5]12[O:12][CH:9]([CH2:10][CH2:11]1)[CH2:8][N:7]([C:13]1[N:18]=[C:17]([C:19]3[CH:24]=[CH:23][C:22]([NH:25][C:26](NCC)=[O:27])=[CH:21][CH:20]=3)[N:16]=[C:15]3[N:31]([CH:34]4[CH2:39][CH2:38][N:37]([C:40]([O:42][CH2:43]C)=[O:41])[CH2:36][CH2:35]4)[N:32]=[CH:33][C:14]=13)[CH2:6]2.[CH3:45][N:46]1[CH2:51][CH2:50][N:49]([C:52]2[N:57]=[CH:56][C:55]([NH2:58])=[CH:54][CH:53]=2)[CH2:48][CH2:47]1.NC1C=CC=CC=1>>[CH:9]12[O:12][CH:5]([CH2:11][CH2:10]1)[CH2:6][N:7]([C:13]1[N:18]=[C:17]([C:19]3[CH:24]=[CH:23][C:22]([NH:25][C:26]([NH:58][C:55]4[CH:56]=[N:57][C:52]([N:49]5[CH2:50][CH2:51][N:46]([CH3:45])[CH2:47][CH2:48]5)=[CH:53][CH:54]=4)=[O:27])=[CH:21][CH:20]=3)[N:16]=[C:15]3[N:31]([CH:34]4[CH2:39][CH2:38][N:37]([C:40]([O:42][CH3:43])=[O:41])[CH2:36][CH2:35]4)[N:32]=[CH:33][C:14]=13)[CH2:8]2. Procedure: A urea formation procedure similar to that used for the synthesis of ethyl 4-(4-(8-oxa-3-azabicyclo[3.2.1]octan-3-yl)-6-(4-(3-ethylureido)phenyl)-1H-pyrazolo[3,4-d]pyrimidin-1-yl)piperidine-1-carboxylate is used, utilizing 6-(4-methylpiperazino)-3-pyridinamine as the aniline component. (15%, MS=682.4 (M+H)) Reactants: ClC=1C=C(C(=O)NC2(C(N(C3=CC=CC=C23)CCCCC)=O)CCC#N)C=CC1Cl (3,4-dichloro-N-[3-(2-cyanoethyl)-2,3-dihydro-2-oxo-1-pentyl-1H-indol-3-yl]benzamide), C(CCC)[Sn](CCCC)(CCCC)N=[N+]=[N-] (tributyltin azide), Cl (hydrochloric acid). Run in C1(=CC=CC=C1)C (toluene). Conditions: temperature 110 celsius, time 3 hour. Product: ClC=1C=C(C(=O)NC2(C(N(C3=CC=CC=C23)CCCCC)=O)CCC2=NN=NN2)C=CC1Cl (3,4-dichloro-N-{2,3-dihydro-2-oxo-1-pentyl-3-[2-(1H-tetrazol-5-yl)ethyl]-1H-indol-3-yl}-benzamide). Yield: 78.4%. Reaction SMILES: [Cl:1][C:2]1[CH:3]=[C:4]([CH:27]=[CH:28][C:29]=1[Cl:30])[C:5]([NH:7][C:8]1([CH2:23][CH2:24][C:25]#[N:26])[C:16]2[C:11](=[CH:12][CH:13]=[CH:14][CH:15]=2)[N:10]([CH2:17][CH2:18][CH2:19][CH2:20][CH3:21])[C:9]1=[O:22])=[O:6].C([Sn]([N:44]=[N+:45]=[N-:46])(CCCC)CCCC)CCC.Cl>C1(C)C=CC=CC=1>[Cl:1][C:2]1[CH:3]=[C:4]([CH:27]=[CH:28][C:29]=1[Cl:30])[C:5]([NH:7][C:8]1([CH2:23][CH2:24][C:25]2[NH:46][N:45]=[N:44][N:26]=2)[C:16]2[C:11](=[CH:12][CH:13]=[CH:14][CH:15]=2)[N:10]([CH2:17][CH2:18][CH2:19][CH2:20][CH3:21])[C:9]1=[O:22])=[O:6]. Reported procedure: A mixture of 2.00 g of 3,4-dichloro-N-[3-(2-cyanoethyl)-2,3-dihydro-2-oxo-1-pentyl-1H-indol-3-yl]benzamide, 3.0 g of tributyltin azide (Bu3SnN3) and 1.5 ml of toluene was stirred at 110° C. for 3 hours. After cooling, a 50 ml of ethanolic 6.4% hydrochloric acid solution was added to the mixture, and the resulting mixture was stirred at room temperature for 30 minutes. After removal of solvent by evaporation, ethyl acetate and then an aqueous saturated potassium fluoride solution were added to th... Reactants: O=C1COC[C@H](N1CC1=CC=CC=C1)C(=O)O ((3S)-5-oxo-4-(phenylmethyl)-3-morpholinecarboxylic acid), CNC (dimethylamine), C(CCl)Cl (EDC), C1=CC2=C(N=C1)N(N=N2)O (HOAt), CN1CCOCC1 (NMM). Run in C1CCOC1 (THF). Reaction conditions: time 8 hour. Yields the product CN(C(=O)[C@H]1N(C(COC1)=O)CC1=CC=CC=C1)C ((3S)—N,N-dimethyl-5-oxo-4-(phenylmethyl)-3 morpholinecarboxamide). RXN SMILES: [O:1]=[C:2]1[N:7]([CH2:8][C:9]2[CH:14]=[CH:13][CH:12]=[CH:11][CH:10]=2)[C@H:6]([C:15]([OH:17])=O)[CH2:5][O:4][CH2:3]1.[CH3:18][NH:19][CH3:20].C(Cl)CCl.C1C=NC2N(O)N=NC=2C=1.CN1CCOCC1>C1COCC1>[CH3:18][N:19]([CH3:20])[C:15]([C@@H:6]1[CH2:5][O:4][CH2:3][C:2](=[O:1])[N:7]1[CH2:8][C:9]1[CH:14]=[CH:13][CH:12]=[CH:11][CH:10]=1)=[O:17]. Reported procedure: To a solution of (3S)-5-oxo-4-(phenylmethyl)-3-morpholinecarboxylic acid (1.5 g, 6.4 mmol) (J. Chem. Soc., Perkin Trans. 1, 1985, 2577-2580) in THF (50 mL) was added dimethylamine (3.8 mL, 7.6 mmol, 2M in THF), EDC (1.46 g, 7.7 mmol), HOAt (1.06 g, 7.7 mmol) and NMM (3.5 mL, 30 mmol). The reaction mixture was stirred overnight and the THF was evaporated, replacing it with EtOAc. 1 M HCl was added and the phases were separated. The aqueous layer was extracted twice with EtOAc and the combined org... The reactants are Cc1cc(C)cc(Br)c1, NC1CCCCC1N, [Cu]I, [K+], [K+], NC(=O)c1ccccc1, O=C([O-])[O-], C1COCCO1. Product: Cc1cc(C)cc(NC(=O)c2ccccc2)c1. As a reaction SMILES: [Br:24][c:25]1[cH:26][c:27]([CH3:32])[cH:28][c:29]([CH3:31])[cH:30]1.[CH:16]1([NH2:17])[CH2:18][CH2:19][CH2:20][CH2:21][CH:22]1[NH2:23].[Cu:33][I:34].[K+:10].[K+:11].[NH2:1][C:2](=[O:3])[c:4]1[cH:5][cH:6][cH:7][cH:8][cH:9]1.[O-:12][C:13]([O-:14])=[O:15].[O:35]1[CH2:36][CH2:37][O:38][CH2:39][CH2:40]1>>[NH:1]([C:2](=[O:3])[c:4]1[cH:5][cH:6][cH:7][cH:8][cH:9]1)[c:25]1[cH:26][c:27]([CH3:32])[cH:28][c:29]([CH3:31])[cH:30]1. Starting materials: O=C([O-])[O-], COc1ccc(N2CCNCC2)cc1, Cc1ccc(-c2cccc(C=CC(=O)Nc3ccc(CCl)cc3)c2)cc1, Cl, Cl, [K+], [K+], CN(C)C=O, O. Yields the product COc1ccc(N2CCN(Cc3ccc(NC(=O)C=Cc4cccc(-c5ccc(C)cc5)c4)cc3)CC2)cc1. As a reaction SMILES: [C:43](=[O:44])([O-:45])[O-:46].[CH3:29][O:30][c:31]1[cH:32][cH:33][c:34]([N:37]2[CH2:38][CH2:39][NH:40][CH2:41][CH2:42]2)[cH:35][cH:36]1.[Cl:1][CH2:2][c:3]1[cH:4][cH:5][c:6]([NH:9][C:10]([CH:11]=[CH:12][c:13]2[cH:14][c:15](-[c:19]3[cH:20][cH:21][c:22]([CH3:25])[cH:23][cH:24]3)[cH:16][cH:17][cH:18]2)=[O:26])[cH:7][cH:8]1.[ClH:27].[ClH:28].[K+:47].[K+:48].[O:50]=[CH:51][N:52]([CH3:53])[CH3:54].[OH2:49]>>[CH2:2]([c:3]1[cH:4][cH:5][c:6]([NH:9][C:10]([CH:11]=[CH:12][c:13]2[cH:14][c:15](-[c:19]3[cH:20][cH:21][c:22]([CH3:25])[cH:23][cH:24]3)[cH:16][cH:17][cH:18]2)=[O:26])[cH:7][cH:8]1)[N:40]1[CH2:39][CH2:38][N:37]([c:34]2[cH:33][cH:32][c:31]([O:30][CH3:29])[cH:36][cH:35]2)[CH2:42][CH2:41]1. Reactants: C(C(=O)Cl)(=O)Cl (oxalyl chloride), [N+](=O)([O-])C1=CC=C(C=C1)CCCC(=O)O (4-(4-nitrophenyl)butyric acid), C(C)NCCCCCCC (ethylheptylamine). Run in O (water), C(C)OCC (diethyl ether), C(C)OCC (diethyl ether), C(Cl)(Cl)(Cl)Cl (carbon tetrachloride). Reaction conditions: time 8 hour. The product is C(C)N(C(CCCC1=CC=C(C=C1)[N+](=O)[O-])=O)CCCCCCC (N-ethyl-N-heptyl-4-nitrobenzenebutanamide). Yield: 128.0%. As a reaction SMILES: [N+:1]([C:4]1[CH:9]=[CH:8][C:7]([CH2:10][CH2:11][CH2:12][C:13]([OH:15])=O)=[CH:6][CH:5]=1)([O-:3])=[O:2].C(Cl)(=O)C(Cl)=O.[CH2:22]([NH:24][CH2:25][CH2:26][CH2:27][CH2:28][CH2:29][CH2:30][CH3:31])[CH3:23]>C(Cl)(Cl)(Cl)Cl.C(OCC)C.O>[CH2:22]([N:24]([CH2:25][CH2:26][CH2:27][CH2:28][CH2:29][CH2:30][CH3:31])[C:13](=[O:15])[CH2:12][CH2:11][CH2:10][C:7]1[CH:6]=[CH:5][C:4]([N+:1]([O-:3])=[O:2])=[CH:9][CH:8]=1)[CH3:23]. Procedure details: A 500 ml round bottom flask fitted with an addition funnel and a calcium sulfate drying tube was charged with 8.0 g (0.03 mol) of 4-(4-nitrophenyl)butyric acid in 180 ml of carbon tetrachloride. To this stirred solution was added 16.5 ml (0.19 mol) of oxalyl chloride dropwise. The addition funnel was removed and a condenser was fitted onto the flask. The reaction mixture was refluxed for 3 hours, cooled and the excess oxalyl chloride was evaporated under reduced pressure. Approximately 100 ml of... Starting materials: O (water), BrC=1C=CC=C2C=CC(NC12)=O (8-bromo-1H-quinoline-2-one), P(=O)(Cl)(Cl)Cl (phosphorus oxychloride), N (ammonia). Yields the product BrC=1C=CC=C2C=CC(=NC12)Cl (8-bromo-2-chloro-quinoline). As a reaction SMILES: [Br:1][C:2]1[CH:3]=[CH:4][CH:5]=[C:6]2[C:11]=1[NH:10][C:9](=O)[CH:8]=[CH:7]2.O.N.P(Cl)(Cl)([Cl:17])=O>>[Br:1][C:2]1[CH:3]=[CH:4][CH:5]=[C:6]2[C:11]=1[N:10]=[C:9]([Cl:17])[CH:8]=[CH:7]2. Procedure: A suspension of 2.8 g (12.49 mmol) of 8-bromo-1H-quinoline-2-one in 20 ml of phosphorus oxychloride is refluxed for 90 minutes and the reaction mixture is cooled and then added dropwise to 200 ml of water. The aqueous solution is made basic with concentrated ammonia solution, the precipitate formed is filtered off and washed with water. Starting materials: BrBr, CCCCCCc1ccc2c(c1)C(C)(C)CCCC2, ClCCl. Yields the product CCCCCCc1cc2c(cc1Br)CCCCC2(C)C. As a reaction SMILES: [Br:20][Br:21].[CH2:1]([CH2:2][CH2:3][CH2:4][CH2:5][CH3:6])[c:7]1[cH:8][cH:9][c:10]2[c:11]([cH:19]1)[C:12]([CH3:17])([CH3:18])[CH2:13][CH2:14][CH2:15][CH2:16]2.[Cl:22][CH2:23][Cl:24]>>[CH2:1]([CH2:2][CH2:3][CH2:4][CH2:5][CH3:6])[c:7]1[c:8]([Br:20])[cH:9][c:10]2[c:11]([cH:19]1)[C:12]([CH3:17])([CH3:18])[CH2:13][CH2:14][CH2:15][CH2:16]2.